This data is from the Open Reaction Database (ORD), a public repository of structured organic reaction records. The task is: describe an organic reaction: reactants, conditions, products, and yield The reactants are O (Water), C(OC1=CC=C(C=C1)[N+](=O)[O-])(=O)Cl (4-Nitrophenyl carbonochloridate), NC1=CC=C(C=C1)S(=O)(=O)N1CCN(CC1)CC1=CC=C(C=C1)C(C(F)(F)F)(C(F)(F)F)O (2-(4-((4-(4-aminophenylsulfonyl)piperazin-1-yl)methyl)phenyl)-1,1,1,3,3,3-hexafluoropropan-2-ol), C1(CC1)C(C)N (cyclopropylethanamine). Solvent: ClCCl (dichloromethane). Reaction conditions: time 1 hour. Yields the product C1(CC1)CNC(=O)NC1=CC=C(C=C1)S(=O)(=O)N1CCN(CC1)CC1=CC=C(C=C1)C(C(F)(F)F)(C(F)(F)F)O (1-(Cyclopropylmethyl)-3-(4-(4-(4-(1,1,1,3,3,3-hexafluoro-2-hydroxypropan-2-yl)benzyl)piperazin-1-ylsulfonyl)phenyl)urea). Reaction SMILES: [C:1](Cl)(=O)[O:2]C1C=CC([N+]([O-])=O)=CC=1.[NH2:14][C:15]1[CH:20]=[CH:19][C:18]([S:21]([N:24]2[CH2:29][CH2:28][N:27]([CH2:30][C:31]3[CH:36]=[CH:35][C:34]([C:37]([OH:46])([C:42]([F:45])([F:44])[F:43])[C:38]([F:41])([F:40])[F:39])=[CH:33][CH:32]=3)[CH2:26][CH2:25]2)(=[O:23])=[O:22])=[CH:17][CH:16]=1.[CH:47]1([CH:50]([NH2:52])C)[CH2:49][CH2:48]1.O>ClCCl>[CH:47]1([CH2:50][NH:52][C:1]([NH:14][C:15]2[CH:16]=[CH:17][C:18]([S:21]([N:24]3[CH2:25][CH2:26][N:27]([CH2:30][C:31]4[CH:32]=[CH:33][C:34]([C:37]([OH:46])([C:38]([F:39])([F:40])[F:41])[C:42]([F:45])([F:44])[F:43])=[CH:35][CH:36]=4)[CH2:28][CH2:29]3)(=[O:22])=[O:23])=[CH:19][CH:20]=2)=[O:2])[CH2:49][CH2:48]1. Reported procedure: 4-Nitrophenyl carbonochloridate (0.126 mmol, 0.02549 g) was added to a stirred solution of 2-(4-((4-(4-aminophenylsulfonyl)piperazin-1-yl)methyl)phenyl)-1,1,1,3,3,3-hexafluoropropan-2-ol (0.126 mmol, 0.0629 g) in dichloromethane (1 mL). After 1 hour, cyclopropylethanamine (0.380 mmol, 0.027 g) was added and stirring was continued for 1 hour. Water (5 mL) was added and the organic layer was separated, washed with water (3×10 mL), dried over magnesium sulphate and concentrated under reduced pressu... Starting materials: COCCOc1ccn2c(-c3ccc4cccc(OCC5CCCN5C(=O)OC(C)(C)C)c4n3)cnc2c1, ClC(Cl)Cl, Cl, C1COCCO1. The product is COCCOc1ccn2c(-c3ccc4cccc(OCC5CCCN5)c4n3)cnc2c1. RXN SMILES: [CH3:1][O:2][CH2:3][CH2:4][O:5][c:6]1[cH:7][c:8]2[n:9]([cH:10][cH:11]1)[c:12](-[c:15]1[n:16][c:17]3[c:18]([O:25][CH2:26][CH:27]4[N:28]([C:32]([O:33][C:34]([CH3:35])([CH3:36])[CH3:37])=[O:38])[CH2:29][CH2:30][CH2:31]4)[cH:19][cH:20][cH:21][c:22]3[cH:23][cH:24]1)[cH:13][n:14]2.[CH:46]([Cl:47])([Cl:48])[Cl:49].[ClH:39].[O:40]1[CH2:41][CH2:42][O:43][CH2:44][CH2:45]1>>[CH3:1][O:2][CH2:3][CH2:4][O:5][c:6]1[cH:7][c:8]2[n:9]([cH:10][cH:11]1)[c:12](-[c:15]1[n:16][c:17]3[c:18]([O:25][CH2:26][CH:27]4[NH:28][CH2:29][CH2:30][CH2:31]4)[cH:19][cH:20][cH:21][c:22]3[cH:23][cH:24]1)[cH:13][n:14]2. The reactants are C1CCCCC1, CC#N, [Cu], O, OO, CC1(C)CC(O)CC(C)(C)N1O, O=S(=O)(O)O. Yields the product CC1(C)CC(O)CC(C)(C)N1OC1CCCCC1. As a reaction SMILES: [CH2:21]1[CH2:22][CH2:23][CH2:24][CH2:25][CH2:26]1.[CH3:28][C:29]#[N:30].[Cu:27].[OH2:18].[OH:19][OH:20].[OH:1][N:2]1[C:3]([CH3:11])([CH3:12])[CH2:4][CH:5]([OH:10])[CH2:6][C:7]1([CH3:8])[CH3:9].[S:13](=[O:14])(=[O:15])([OH:16])[OH:17]>>[O:1]([N:2]1[C:3]([CH3:11])([CH3:12])[CH2:4][CH:5]([OH:10])[CH2:6][C:7]1([CH3:8])[CH3:9])[CH:21]1[CH2:22][CH2:23][CH2:24][CH2:25][CH2:26]1. Reaction SMILES: [C:1]([CH:5]([OH:35])[C@H:6]1[O:10][C@@H:9]([N:11]2[C:20]3[C:14]([C:15]([N:17]=[CH:18][N:19]=3)=[NH:16])=[N:13][C:12]2=[SiH2:21])[C@H:8]([O:22][Si:23]([C:26]([CH3:29])([CH3:28])[CH3:27])([CH3:25])[CH3:24])[C@@H:7]1[O:30][C:31]([CH3:34])([CH3:33])[CH3:32])([CH3:4])([CH3:3])[CH3:2].[C:36](Cl)(=[O:43])[C:37]1[CH:42]=[CH:41][CH:40]=[CH:39][CH:38]=1>>[C:1]([CH:5]([OH:35])[C@H:6]1[O:10][C@@H:9]([N:11]2[C:20]3[C:14]([C:15]([N:17]=[CH:18][N:19]=3)=[N:16][C:36](=[O:43])[C:37]3[CH:42]=[CH:41][CH:40]=[CH:39][CH:38]=3)=[N:13][C:12]2=[SiH2:21])[C@H:8]([O:22][Si:23]([C:26]([CH3:29])([CH3:28])[CH3:27])([CH3:25])[CH3:24])[C@@H:7]1[O:30][C:31]([CH3:34])([CH3:33])[CH3:32])([CH3:4])([CH3:2])[CH3:3]. The reactants are C(C)(C)(C)C([C@@H]1[C@H]([C@H]([C@@H](O1)N1C(N=C2C(=N)N=CN=C12)=[SiH2])O[Si](C)(C)C(C)(C)C)OC(C)(C)C)O (5′,3′-O-di-tert-butylsilanediyl-2′-O-tert-butyldimethylsilyl adenosine), C(C1=CC=CC=C1)(=O)Cl (benzoyl chloride). Procedure: introducing an acyl group at the N6 position of the product from step (2) with an acylating agent, for example, using benzoyl chloride under conditions suitable for obtaining 5′,3′-O-di-tert-butylsilanediyl-2′-O-tert-butyldimethylsilyl-N6-benzoyl adenosine, Yields the product C(C)(C)(C)C([C@@H]1[C@H]([C@H]([C@@H](O1)N1C(N=C2C(=NC(C3=CC=CC=C3)=O)N=CN=C12)=[SiH2])O[Si](C)(C)C(C)(C)C)OC(C)(C)C)O (5′,3′-O-di-tert-butylsilanediyl-2′-O-tert-butyldimethylsilyl-N6-benzoyl adenosine). Reactants: C([O-])(O)=O.[Na+] (sodium bicarbonate), Cl (HCl), C(C)N(CC)S(F)(F)F ((diethylamino)sulfur trifluoride), C(C)(C)(C)NS(=O)(=O)C1(CC1)CO (N-(tert-butyl)-1-(hydroxymethyl)cyclopropane-1-sulfonamide). Solvent: hexanes, CCOC(=O)C (EtOAc), C(Cl)Cl (CH2Cl2). Reaction conditions: temperature 0 celsius, time 4 hour. Product: C(C)(C)(C)NS(=O)(=O)C1(CC1)CF (N-(tert-butyl)-1-(fluoromethyl)cyclopropane-1-sulfonamide), solid. Isolated yield 65.0%. As a reaction SMILES: [C:1]([NH:5][S:6]([C:9]1([CH2:12]O)[CH2:11][CH2:10]1)(=[O:8])=[O:7])([CH3:4])([CH3:3])[CH3:2].C(N(S(F)(F)[F:20])CC)C.C(=O)(O)[O-].[Na+].Cl>CCOC(C)=O.C(Cl)Cl>[C:1]([NH:5][S:6]([C:9]1([CH2:12][F:20])[CH2:11][CH2:10]1)(=[O:8])=[O:7])([CH3:4])([CH3:3])[CH3:2] |f:2.3|. Procedure details: To a round-bottom flask equipped with a stir bar was added N-(tert-butyl)-1-(hydroxymethyl)cyclopropane-1-sulfonamide (8.66 g, 41.8 mmol) and CH2Cl2 (110 mL). The stirred solution was cooled to 0° C. and to the solution was added (diethylamino)sulfur trifluoride (11 mL, 84 mmol). The solution was allowed to warm to room temperature with stirring for 4 h. The solution was then slowly added to a stirred sat. aq. sodium bicarbonate (100 mL) and following the addition stirring was maintained for 18 ... Starting materials: CCN=C=NCCCN(C)C, Nc1ccc(O)cc1, CN(C)C=O, O=C(O)c1ccc(O)cc1. Product: O=C(Nc1ccc(O)cc1)c1ccc(O)cc1. As a reaction SMILES: [CH3:19][CH2:20][N:21]=[C:22]=[N:23][CH2:24][CH2:25][CH2:26][N:27]([CH3:28])[CH3:29].[NH2:11][c:12]1[cH:13][cH:14][c:15]([OH:16])[cH:17][cH:18]1.[O:30]=[CH:31][N:32]([CH3:33])[CH3:34].[OH:1][C:2](=[O:3])[c:4]1[cH:5][cH:6][c:7]([OH:8])[cH:9][cH:10]1>>[C:2](=[O:3])([c:4]1[cH:5][cH:6][c:7]([OH:8])[cH:9][cH:10]1)[NH:11][c:12]1[cH:13][cH:14][c:15]([OH:16])[cH:17][cH:18]1. The reactants are CCCCCC.C(C)(=O)OCC (hexane ethyl acetate), C(C)C1C(CC(C(C(OC(C2CCCCN2C(C(C2(C(CC(C(C(CC(CC(=C1)C)C)OC)O2)OC)C)O)=O)=O)=O)C(=CC2CC(C(CC2)O[Si](C(C)C)(C(C)C)C(C)C)OC)C)C)O[Si](C(C)C)(C(C)C)C(C)C)=O (17-Ethyl-1-hydroxy-14-triisopropylsilyloxy-12-[2'-(4"-triisopropylsilyloxy-3"-methoxycyclohexyl)-1'-methylvinyl]-23,25-dimethoxy-13,19,21,27-tetramethyl-11,28-dioxa-4-azatricyclo[22.3.1.04,9 ]octacos-18-ene-2,3,10,16-tetraone), CO (methanol), O.C1(=CC=C(C=C1)S(=O)(=O)O)C (p-toluenesulfonic acid monohydrate). Run in C(Cl)Cl (MeCl2). Yields the product C(C)(C)[Si](OC1C(C(OC(C2CCCCN2C(C(C2C(CC(C(C(CC(CC(=CCC(C1)=O)C)C)OC)O2)OC)C)=O)=O)=O)C(=CC2CC(C(CC2)O)OC)C)C)(C(C)C)C(C)C (14-triisopropylsilyloxy-12-[2'-(4"-hydroxy-3"-methoxycyclohexyl)-1'-methylvinyl]-23,25-dimethoxy-13,19,21,27-tetramethyl-11,28-dioxa-4-azatricyclo[22.3.1.04,9 ]octacos-18-ene-2,3,10,16-tetraone). Yield: 92.0%. RXN SMILES: C([CH:3]1[CH:29]=[C:28]([CH3:30])[CH2:27][CH:26]([CH3:31])[CH2:25][CH:24]([O:32][CH3:33])[CH:23]2[O:34][C:19](O)([CH:20]([CH3:37])[CH2:21][CH:22]2[O:35][CH3:36])[C:18](=[O:39])[C:17](=[O:40])[N:16]2[CH:11]([CH2:12][CH2:13][CH2:14][CH2:15]2)[C:10](=[O:41])[O:9][CH:8]([C:42]([CH3:63])=[CH:43][CH:44]2[CH2:49][CH2:48][CH:47]([O:50][Si](C(C)C)(C(C)C)C(C)C)[CH:46]([O:61][CH3:62])[CH2:45]2)[CH:7]([CH3:64])[CH:6]([O:65][Si:66]([CH:73]([CH3:75])[CH3:74])([CH:70]([CH3:72])[CH3:71])[CH:67]([CH3:69])[CH3:68])[CH2:5][C:4]1=[O:76])C.CO.O.C1(C)C=CC(S(O)(=O)=O)=CC=1.CCCCCC.C(OCC)(=O)C>C(Cl)Cl>[CH:73]([Si:66]([CH:67]([CH3:69])[CH3:68])([CH:70]([CH3:72])[CH3:71])[O:65][CH:6]1[CH2:5][C:4](=[O:76])[CH2:3][CH:29]=[C:28]([CH3:30])[CH2:27][CH:26]([CH3:31])[CH2:25][CH:24]([O:32][CH3:33])[CH:23]2[O:34][CH:19]([CH:20]([CH3:37])[CH2:21][CH:22]2[O:35][CH3:36])[C:18](=[O:39])[C:17](=[O:40])[N:16]2[CH:11]([CH2:12][CH2:13][CH2:14][CH2:15]2)[C:10](=[O:41])[O:9][CH:8]([C:42]([CH3:63])=[CH:43][CH:44]2[CH2:49][CH2:48][CH:47]([OH:50])[CH:46]([O:61][CH3:62])[CH2:45]2)[CH:7]1[CH3:64])([CH3:74])[CH3:75] |f:2.3,4.5|. Reported procedure: 17-Ethyl-1-hydroxy-14-triisopropylsilyloxy-12-[2'-(4"-triisopropylsilyloxy-3"-methoxycyclohexyl)-1'-methylvinyl]-23,25-dimethoxy-13,19,21,27-tetramethyl-11,28-dioxa-4-azatricyclo[22.3.1.04,9 ]octacos-18-ene-2,3,10,16-tetraone (8.98 g, 8.14 mmol) was slowly added to methanol (70 ml) containing p-toluenesulfonic acid monohydrate (0.70 g). The compound slowly dissolved and after 2 hr. TLC hexane/ethyl acetate (3:1) indicated no starting material was present. The reaction mixture was diluted to 250 ...